This data is from the Open Reaction Database (ORD), a public repository of structured organic reaction records. The task is: describe an organic reaction: reactants, conditions, products, and yield The reactants are C1(=CC=CC=C1)S(=O)(=O)N1C(N(C(C1)C1=CC(=CC=C1)Br)C(C)C)=O (1-benzenesulfonyl-4-(3-bromo-phenyl)-3-isopropyl-imidazolidin-2-one), ClC1=C(C=C(C=C1)C#N)B(O)O ((2-chloro-5-cyanophenyl)boronic acid), C([O-])([O-])=O.[Na+].[Na+] (sodium carbonate). Reagents/catalysts: C1=CC=C(C=C1)P([C-]2C=CC=C2)C3=CC=CC=C3.C1=CC=C(C=C1)P([C-]2C=CC=C2)C3=CC=CC=C3.Cl[Pd]Cl.[Fe+2].ClCCl (dichloro[1,1′-bis(diphenylphosphino)ferrocene]palladium dichloromethane). The solvent is O1CCOCC1.O (dioxane water). Product: C1(=CC=CC=C1)S(=O)(=O)N1C(N(C(C1)C=1C=C(C=CC1)C1=CC(=CC=C1Cl)C#N)C(C)C)=O (3′-(1-benzenesulfonyl-3-isopropyl-2-oxo-imidazolidin-4-yl)-6-chloro-biphenyl-3-carbonitrile). As a reaction SMILES: [C:1]1([S:7]([N:10]2[CH2:14][CH:13]([C:15]3[CH:20]=[CH:19][CH:18]=[C:17](Br)[CH:16]=3)[N:12]([CH:22]([CH3:24])[CH3:23])[C:11]2=[O:25])(=[O:9])=[O:8])[CH:6]=[CH:5][CH:4]=[CH:3][CH:2]=1.[Cl:26][C:27]1[CH:32]=[CH:31][C:30]([C:33]#[N:34])=[CH:29][C:28]=1B(O)O.C(=O)([O-])[O-].[Na+].[Na+]>O1CCOCC1.O.C1C=CC(P(C2C=CC=CC=2)[C-]2C=CC=C2)=CC=1.C1C=CC(P(C2C=CC=CC=2)[C-]2C=CC=C2)=CC=1.Cl[Pd]Cl.[Fe+2].ClCCl>[C:1]1([S:7]([N:10]2[CH2:14][CH:13]([C:15]3[CH:16]=[C:17]([C:28]4[C:27]([Cl:26])=[CH:32][CH:31]=[C:30]([C:33]#[N:34])[CH:29]=4)[CH:18]=[CH:19][CH:20]=3)[N:12]([CH:22]([CH3:24])[CH3:23])[C:11]2=[O:25])(=[O:9])=[O:8])[CH:6]=[CH:5][CH:4]=[CH:3][CH:2]=1 |f:2.3.4,5.6,7.8.9.10.11|. Reported procedure: In analogy to example 1, step 3,1-benzenesulfonyl-4-(3-bromo-phenyl)-3-isopropyl-imidazolidin-2-one (example 12, step 1) was reacted with (2-chloro-5-cyanophenyl)boronic acid in the presence of dichloro[1,1′-bis(diphenylphosphino)ferrocene]palladium dichloromethane adduct and sodium carbonate in dioxane/water to give 3′-(1-benzenesulfonyl-3-isopropyl-2-oxo-imidazolidin-4-yl)-6-chloro-biphenyl-3-carbonitrile as a light yellow oil. MS: 480.0 ([M+H]+) Starting materials: solution, C(CCC)[Li] (n-butyl lithium), C1(CC1)C(=O)Cl (cyclopropanecarbonyl chloride), CN1C=NC=2C=NC=3C=CC=CC3C21 (1-methyl-1H-imidazo[4,5-c]quinoline). Solvent: CCCCCC (hexane), C1CCOC1 (THF), C1CCOC1 (THF). The product is C1(CC1)C(=O)C=1N(C2=C(C=NC=3C=CC=CC23)N1)C (2-Cyclopropylcarbonyl-1-methyl-1H-imidazo[4,5-c]quinoline). Yield: 36.5%. As a reaction SMILES: [CH3:1][N:2]1[C:14]2[C:13]3[CH:12]=[CH:11][CH:10]=[CH:9][C:8]=3[N:7]=[CH:6][C:5]=2[N:4]=[CH:3]1.C([Li])CCC.[CH:20]1([C:23](Cl)=[O:24])[CH2:22][CH2:21]1>C1COCC1.CCCCCC>[CH:20]1([C:23]([C:3]2[N:2]([CH3:1])[C:14]3[C:13]4[CH:12]=[CH:11][CH:10]=[CH:9][C:8]=4[N:7]=[CH:6][C:5]=3[N:4]=2)=[O:24])[CH2:22][CH2:21]1. Reported procedure: In the same manner as in Ex. 1, to a solution containing 550 mg of 1-methyl-1H-imidazo[4,5-c]quinoline (II-2) in 25 ml of THF and a mixture of 2.2 ml of 1.6M solution of n-butyl lithium in hexane-2 ml of THF was added 0.75 g of cyclopropanecarbonyl chloride. The reaction mixture was gradually warmed to room temperature and concentrated under reduced pressure. The residue was partitioned between ethyl acetate and aqueous ammonia. The organic layer was washed with water and brine, and then dried. ... Reactants: ClC1=CC=C(C=N1)OC=1C=CC2=C(N(C(=N2)COC=2C=C(C(=O)O)C=CC2)C)C1 (3-({6-[(6-chloropyridin-3-yl)oxy]-1-methyl-1H-benzimidazol-2-yl}methoxy)benzoic acid), [H-].[Na+] (sodium hydride), CO (methanol). The solvent is C(C)O (ethanol), O (water), O (water). The product is COC1=CC=C(C=N1)OC=1C=CC2=C(N(C(=N2)COC=2C=C(C(=O)O)C=CC2)C)C1 (3-({6-[(6-Methoxypyridin-3-yl)oxy]-1-methyl-1H-benzimidazol-2-yl}methoxy)benzoic acid). The yield is 79.0%. Reaction SMILES: Cl[C:2]1[N:7]=[CH:6][C:5]([O:8][C:9]2[CH:10]=[CH:11][C:12]3[N:16]=[C:15]([CH2:17][O:18][C:19]4[CH:20]=[C:21]([CH:25]=[CH:26][CH:27]=4)[C:22]([OH:24])=[O:23])[N:14]([CH3:28])[C:13]=3[CH:29]=2)=[CH:4][CH:3]=1.[H-].[Na+].[CH3:32][OH:33]>C(O)C.O>[CH3:32][O:33][C:2]1[N:7]=[CH:6][C:5]([O:8][C:9]2[CH:10]=[CH:11][C:12]3[N:16]=[C:15]([CH2:17][O:18][C:19]4[CH:20]=[C:21]([CH:25]=[CH:26][CH:27]=4)[C:22]([OH:24])=[O:23])[N:14]([CH3:28])[C:13]=3[CH:29]=2)=[CH:4][CH:3]=1 |f:1.2|. Procedure details: A solution of 3-({6-[(6-chloropyridin-3-yl)oxy]-1-methyl-1H-benzimidazol-2-yl}methoxy)benzoic acid produced in Example (18e) (0.40 g, 0.98 mmol) and sodium hydride (63%, 0.372 g, 9.76 mmol) in methanol (9.8 mL) was heated under reflux under microwave irradiation for two hours. After leaving to cool, water was added to the reaction mixture. This aqueous solution was washed with hexane five times and neutralized by adding 1 M hydrochloric acid. The precipitated solid was collected by filtration to...